Task: describe an organic reaction: reactants, conditions, products, and yield. Dataset: the Open Reaction Database (ORD), a public repository of structured organic reaction records Starting materials: FC=1C=C(C2=C(CCC(O2)C(=O)OC)C1)I ((±)-methyl 6-fluoro-3,4-dihydro-8-iodo-2H-1-benzopyran-2-carboxylate), FC(F)(F)[Si](C)(C)C ((trifluoromethyl)trimethylsilane), cuprous iodide, [F-].[K+] (kalium fluoride), Cl (hydrochloric acid), O (water). Reagents/catalysts: [Fe](Cl)(Cl)Cl (iron (III) chloride). Run in CN(C)C=O (DMF), CN1C(CCC1)=O (1-methyl-2-pyrrolidinone). Conditions: temperature 60 celsius, time 3 hour. The product is FC=1C=C(C2=C(CCC(O2)C(=O)OC)C1)C(F)(F)F ((±)-methyl 6-fluoro-3,4-dihydro-8-(trifluoromethyl)-2H-1-benzopyran-2-carboxylate). Isolated yield 16.6%. RXN SMILES: [F:1][C:2]1[CH:3]=[C:4](I)[C:5]2[O:10][CH:9]([C:11]([O:13][CH3:14])=[O:12])[CH2:8][CH2:7][C:6]=2[CH:15]=1.[F:17][C:18]([Si](C)(C)C)([F:20])[F:19].[F-].[K+].Cl.O>CN(C=O)C.CN1CCCC1=O.[Fe](Cl)(Cl)Cl>[F:1][C:2]1[CH:3]=[C:4]([C:18]([F:20])([F:19])[F:17])[C:5]2[O:10][CH:9]([C:11]([O:13][CH3:14])=[O:12])[CH2:8][CH2:7][C:6]=2[CH:15]=1 |f:2.3|. Procedure: A suspension of (±)-methyl 6-fluoro-3,4-dihydro-8-iodo-2H-1-benzopyran-2-carboxylate (0.026 mol), (trifluoromethyl)trimethylsilane (0.081 mol), cuprous iodide (0.1 mol) and kalium fluoride (0.081 mol) in a mixture of DMF (50 ml) and 1-methyl-2-pyrrolidinone (50 ml) was stirred for 3 h at 60° C. The cooled reaction mixture was poured out into a solution of iron (III) chloride (200 g) and hydrochloric acid (50 ml) in water (300 mol). This mixture was extracted three times with diethyl ether (150 m... The reactants are C(C=C)[C@H](C(=O)OC)[C@](C)(CC(C)C)NC(=O)OCC1=CC=CC=C1 (methyl (2S,3S)-2-allyl-3-benzyloxycarbonylamino-3-isobutyl-butanoate), [OH-].[K+] (KOH), Cl (HCl). The solvent is CO (MeOH). Yields the product C(C=C)[C@H](C(=O)O)[C@](C)(CC(C)C)NC(=O)OCC1=CC=CC=C1 ((2S,3S)-2-allyl-3-benzyloxycarbonylamino-3-isobutylbutyric acid). RXN SMILES: [CH2:1]([C@@H:4]([C@@:9]([NH:15][C:16]([O:18][CH2:19][C:20]1[CH:25]=[CH:24][CH:23]=[CH:22][CH:21]=1)=[O:17])([CH2:11][CH:12]([CH3:14])[CH3:13])[CH3:10])[C:5]([O:7]C)=[O:6])[CH:2]=[CH2:3].[OH-].[K+].Cl>CO>[CH2:1]([C@@H:4]([C@@:9]([NH:15][C:16]([O:18][CH2:19][C:20]1[CH:21]=[CH:22][CH:23]=[CH:24][CH:25]=1)=[O:17])([CH2:11][CH:12]([CH3:14])[CH3:13])[CH3:10])[C:5]([OH:7])=[O:6])[CH:2]=[CH2:3] |f:1.2|. Procedure: 221 mg of the methyl ester from Step 1 are hydrolyzed by treatment with 5 mL of 1N KOH and 5 mL of MeOH for 4 hours at room temperature. The solution is made acidic with 1N HCl. Most of the MeOH is removed and the product is extracted into EtOAC. The product is purified by flash chromatography on silica gel using 70% hexanes/28% EtOAc/2% HOAc to give the title compound.